From a dataset of the Open Reaction Database (ORD), a public repository of structured organic reaction records. describe an organic reaction: reactants, conditions, products, and yield Reactants: CC[O-], CCO, O=C(CCCCl)Nc1cccc(Cc2n[nH]c(=O)c3ccccc23)c1, [Na+]. Yields the product O=C1CCCN1c1cccc(Cc2n[nH]c(=O)c3ccccc23)c1. RXN SMILES: [CH3:27][CH2:28][O-:29].[CH3:30][CH2:31][OH:32].[Cl:1][CH2:2][CH2:3][CH2:4][C:5](=[O:6])[NH:7][c:8]1[cH:9][c:10]([CH2:14][c:15]2[n:16][nH:17][c:18](=[O:25])[c:19]3[cH:20][cH:21][cH:22][cH:23][c:24]23)[cH:11][cH:12][cH:13]1.[Na+:26]>>[CH2:2]1[CH2:3][CH2:4][C:5](=[O:6])[N:7]1[c:8]1[cH:9][c:10]([CH2:14][c:15]2[n:16][nH:17][c:18](=[O:25])[c:19]3[cH:20][cH:21][cH:22][cH:23][c:24]23)[cH:11][cH:12][cH:13]1.